Dataset: the Open Reaction Database (ORD), a public repository of structured organic reaction records. Task: describe an organic reaction: reactants, conditions, products, and yield Reactants: NCC1=CC=C(C=C1)C1=C(C=CC=C1)[N+](=O)[O-] (2-(4'-aminomethylphenyl)nitrobenzene), ClC1=NC(=NC=2CCCCC12)C(F)(F)F (4-chloro-5,6,7,8-tetrahydro-2-trifluoromethylquinazoline), C([O-])([O-])=O.[K+].[K+] (potassium carbonate). Run in CN(C)C=O (DMF). Run at temperature 100 celsius, time 8 hour. Yields the product [N+](=O)([O-])C1=C(C=CC=C1)C1=CC=C(C=C1)CNC1=NC(=NC=2CCCCC12)C(F)(F)F (5,6,7,8-tetrahydro-N-[(2'-nitro[1,1'-biphenyl]-4-yl)methyl]-2-(trifluoromethyl)-4-quinazolinamine). The yield is 80.4%. Reaction SMILES: [NH2:1][CH2:2][C:3]1[CH:8]=[CH:7][C:6]([C:9]2[CH:14]=[CH:13][CH:12]=[CH:11][C:10]=2[N+:15]([O-:17])=[O:16])=[CH:5][CH:4]=1.Cl[C:19]1[C:28]2[CH2:27][CH2:26][CH2:25][CH2:24][C:23]=2[N:22]=[C:21]([C:29]([F:32])([F:31])[F:30])[N:20]=1.C(=O)([O-])[O-].[K+].[K+]>CN(C=O)C>[N+:15]([C:10]1[CH:11]=[CH:12][CH:13]=[CH:14][C:9]=1[C:6]1[CH:5]=[CH:4][C:3]([CH2:2][NH:1][C:19]2[C:28]3[CH2:27][CH2:26][CH2:25][CH2:24][C:23]=3[N:22]=[C:21]([C:29]([F:31])([F:32])[F:30])[N:20]=2)=[CH:8][CH:7]=1)([O-:17])=[O:16] |f:2.3.4|. Procedure details: A mixture of 2.56 g (11.2 mmol) of 2-(4'-aminomethylphenyl)nitrobenzene, 2.88 g (12.2 mmol) of 4-chloro-5,6,7,8-tetrahydro-2-trifluoromethylquinazoline, and 8.0 g (58 mmol) of potassium carbonate in DMF was stirred at 100° C. overnight. The reaction mixture was quenched with water and extracted intomethylene chloride/tetrahydrofuran. The organic phase was washed with brine, dried over potassium carbonate, and purified by flash chromatography (elutions of ether/petroleum ether (1:2, then 1:1), th... Starting materials: [OH-].[Ca+2].[OH-] (slaked lime), [O-]P([O-])(=O)OP(=O)([O-])[O-] (pyrophosphate). The product is O.O.P(=O)([O-])([O-])[O-].[Ca+2].[Ca+2] (dicalcium phosphate dihydrate). Reaction SMILES: [OH-:1].[Ca+2:2].[OH-].[O-:4][P:5]([O:8]P([O-])([O-])=O)(=[O:7])[O-:6]>>[OH2:4].[OH2:1].[P:5]([O-:8])([O-:7])([O-:6])=[O:4].[Ca+2:2].[Ca+2:2] |f:0.1.2,4.5.6.7.8|. Procedure details: adding to the solution additional amounts of the slaked lime slurry as well as a stabilizing amount of a pyrophosphate, to form a dicalcium phosphate dihydrate slurry having a pH ranging from about 4.9 to about 5.5, temperatures in steps 1 and 2 not to exceed about 40° C.; Starting materials: Cl.FC1=CC=C(C=C1)N1N=C(C=C1CN)C(F)(F)F ((1-(4-fluorophenyl)-3-(trifluoromethyl)-1H-pyrazol-5-yl)methanamine hydrochloride), C(CC)(=O)O (propionic acid), C=1C=CC2=C(C1)N=NN2O (HOBt), CN(C)C(=[N+](C)C)ON1C2=C(C=CC=C2)N=N1.[B-](F)(F)(F)F (TBTU), CCN(C(C)C)C(C)C (DIPEA). Solvent: CCOC(=O)C (EtOAc), C1CCOC1.CN(C)C=O (THF DMF). Run at time 3 day. Product: FC=1C=C(C=CC1CO)C(C(=O)NCC1=CC(=NN1C1=CC=C(C=C1)F)C(F)(F)F)C (2-(3-fluoro-4-(hydroxymethyl)phenyl)-N-((1-(4-fluorophenyl)-3-(trifluoromethyl)-1H-pyrazol-5-yl)methyl)propanamide). Yield: 79.2%. As a reaction SMILES: Cl.[F:2][C:3]1[CH:8]=[CH:7][C:6]([N:9]2[C:13]([CH2:14][NH2:15])=[CH:12][C:11]([C:16]([F:19])([F:18])[F:17])=[N:10]2)=[CH:5][CH:4]=1.[C:20]([OH:24])(=O)[CH2:21][CH3:22].[CH:25]1[CH:26]=[CH:27][C:28]2N(O)N=N[C:29]=2[CH:30]=1.CN([C:38]([O:42]N1N=NC2C=CC=CC1=2)=[N+](C)C)C.[B-](F)(F)(F)[F:53].CCN(C(C)C)C(C)C>C1COCC1.CN(C=O)C.CCOC(C)=O>[F:53][C:29]1[CH:30]=[C:25]([CH:21]([CH3:22])[C:20]([NH:15][CH2:14][C:13]2[N:9]([C:6]3[CH:7]=[CH:8][C:3]([F:2])=[CH:4][CH:5]=3)[N:10]=[C:11]([C:16]([F:17])([F:19])[F:18])[CH:12]=2)=[O:24])[CH:26]=[CH:27][C:28]=1[CH2:38][OH:42] |f:0.1,4.5,7.8|. Reported procedure: To a stirred solution of (1-(4-fluorophenyl)-3-(trifluoromethyl)-1H-pyrazol-5-yl)methanamine hydrochloride (101 mg, 0.342 mmol, 1.0 eq) in THF/DMF (1/20, v/v, 2.8 mL) was added 2-(3-fluoro-4-hydroxymethyl)phenyl)propionic acid (68 mg, 0.348 mmol, 1.02 equiv.), HOBt (46 mg. 0.342 mmol, 1 equiv.), TBTU (151 mg, 0.342 mmo, 1 equiv.) and DIPEA (0.232 mL, 176 mg, 1.37 mmol, 4 equiv.) and the mixture was stirred for 3 d at room temperature The reaction mixture was diluted with 20 mL of EtOAc and washe... Starting materials: ClC=1C=C(C=CC(=O)O)C=CC1C1CCCCC1 (3-Chloro-4-cyclohexylcinnamic acid), S(O)(O)(=O)=O (sulfuric acid), C(C)O (ethanol). Solvent: C(Cl)(Cl)Cl (chloroform). The product is ClC=1C=C(C=CC(=O)OCC)C=CC1C1CCCCC1 (ethyl 3-chloro-4cyclohexylcinnamate). As a reaction SMILES: [Cl:1][C:2]1[CH:3]=[C:4]([CH:10]=[CH:11][C:12]=1[CH:13]1[CH2:18][CH2:17][CH2:16][CH2:15][CH2:14]1)[CH:5]=[CH:6][C:7]([OH:9])=[O:8].S(=O)(=O)(O)O.[CH2:24](O)[CH3:25]>C(Cl)(Cl)Cl>[Cl:1][C:2]1[CH:3]=[C:4]([CH:10]=[CH:11][C:12]=1[CH:13]1[CH2:18][CH2:17][CH2:16][CH2:15][CH2:14]1)[CH:5]=[CH:6][C:7]([O:9][CH2:24][CH3:25])=[O:8]. Procedure details: 3-Chloro-4-cyclohexylcinnamic acid (20.0 g.; 0.075 moles) is allowed to reflux with 8-10 pieces of Orierite in absolute ethanol (20 ml) containing concentrated sulfuric acid (5 ml) for 21 hours. The cooled reaction mixture is diluted with chloroform and filtered hot. The filtrate is washed 3 times with water, once with 10% sodium bicarbonate and twice more with water. After drying over sodium sulfate, the solvent is removed to give ethyl 3-chloro-4cyclohexylcinnamate.